This data is from the Open Reaction Database (ORD), a public repository of structured organic reaction records. The task is: describe an organic reaction: reactants, conditions, products, and yield Starting materials: olefin, I(=O)(=O)(=O)[O-].[Na+] (sodium periodate), alkyl, C(C)OC(=O)C=1OC2=C(C(=CC=C2C(C1)=O)NC(C(F)(F)F)=O)C=CC (8-propenyl-7-trifluoroacetamido-4-oxo-4H-chromene-2-carboxylic acid ethyl ester). The reagents and catalysts are [Os](=O)(=O)(=O)=O (osmium tetroxide). Yields the product FC(C(=O)NC1=C(C=O)C=CC=C1)(F)F (o-trifluoroacetamidobenzaldehyde). Reaction SMILES: C(OC(C1O[C:8]2[C:13](C(=O)C=1)=[CH:12][CH:11]=[C:10]([NH:17][C:18](=[O:23])[C:19]([F:22])([F:21])[F:20])[C:9]=2[CH:24]=CC)=O)C.I([O-])(=O)(=O)=[O:28].[Na+]>[Os](=O)(=O)(=O)=O>[F:22][C:19]([F:20])([F:21])[C:18]([NH:17][C:10]1[CH:11]=[CH:12][CH:13]=[CH:8][C:9]=1[CH:24]=[O:28])=[O:23] |f:1.2|. Procedure: Compounds of the invention in which R1 is alkyl may be prepared from the 8-propenyl-7-trifluoroacetamido-4-oxo-4H-chromene-2-carboxylic acid ethyl ester described above in accordance with Scheme II. The rearranged olefin (5) is treated with osmium tetroxide and sodium periodate to give the o-trifluoroacetamidobenzaldehyde (8). Condensation with the appropriate triphenylphosphorylidene ketone under Wittig conditions gives the o-trifluoroacetamidostyryl ketone (9), which upon treatment with acid c...